Dataset: the Open Reaction Database (ORD), a public repository of structured organic reaction records. Task: describe an organic reaction: reactants, conditions, products, and yield Reactants: NC=1C=CC(=C(C1)O)OC (5-amino-2-methoxyphenol), [OH-].[K+] (potassium hydroxide), ClC1=NC=C(C=C1Cl)Cl (2,3,5-trichloropyridine), O (water). Solvent: C(C)(=O)O (acetic acid), C1(=CC=CC=C1)C (toluene), CS(=O)C (dimethyl sulfoxide), CS(=O)C (dimethyl sulfoxide). Run at temperature 80 celsius, time 3 hour. The product is ClC=1C(=NC=C(C1)Cl)OC=1C=C(N)C=CC1OC (3-(3,5-dichloropyrid-2-yloxy)-4-methoxyaniline). Yield: 98.2%. RXN SMILES: [NH2:1][C:2]1[CH:3]=[CH:4][C:5]([O:9][CH3:10])=[C:6]([OH:8])[CH:7]=1.[OH-].[K+].O.Cl[C:15]1[C:20]([Cl:21])=[CH:19][C:18]([Cl:22])=[CH:17][N:16]=1>C1(C)C=CC=CC=1.CS(C)=O.C(O)(=O)C>[Cl:21][C:20]1[C:15]([O:8][C:6]2[CH:7]=[C:2]([CH:3]=[CH:4][C:5]=2[O:9][CH3:10])[NH2:1])=[N:16][CH:17]=[C:18]([Cl:22])[CH:19]=1 |f:1.2|. Procedure: A mixture of 14.0 g (0.1 mol) of 5-amino-2-methoxyphenol and 6.7 g (0.1 mol) of potassium hydroxide (85%) in 100 ml of toluene and 100 ml of dimethyl sulfoxide is dewatered at 150° C. in a sulfonating flask equipped with a water separator. After 3 hours the toluene is distilled off, the mixture is cooled to 80° C. and 18.2 g (0.1 mol) of 2,3,5-trichloropyridine in 25 ml of dimethyl sulfoxide are added. The mixture is stirred for 3 hours at 120° C. and then cooled and 5 ml of acetic acid are adde... Starting materials: [Na] (sodium), C(C)(=O)NC(C(=O)OCC)C(=O)OCC (diethyl acetamidomalonate), [N+](=O)([O-])C1=CC=C(C=C1)C1=CC=C(CCl)O1 (5-(4-Nitrophenyl)furfuryl chloride). Run in C(C)O (ethanol). Run at time 10 minute. Yields the product C(C)(=O)NC(C(=O)OCC)(C(=O)OCC)CC1=CC=C(O1)C1=CC=C(C=C1)[N+](=O)[O-] (diethyl acetamido[5-(4-nitrophenyl)furfuryl]malonate). Isolated yield 50.2%. As a reaction SMILES: [Na].[C:2]([NH:5][CH:6]([C:12]([O:14][CH2:15][CH3:16])=[O:13])[C:7]([O:9][CH2:10][CH3:11])=[O:8])(=[O:4])[CH3:3].[N+:17]([C:20]1[CH:25]=[CH:24][C:23]([C:26]2[O:32][C:29]([CH2:30]Cl)=[CH:28][CH:27]=2)=[CH:22][CH:21]=1)([O-:19])=[O:18]>C(O)C>[C:2]([NH:5][C:6]([CH2:30][C:29]1[O:32][C:26]([C:23]2[CH:24]=[CH:25][C:20]([N+:17]([O-:19])=[O:18])=[CH:21][CH:22]=2)=[CH:27][CH:28]=1)([C:12]([O:14][CH2:15][CH3:16])=[O:13])[C:7]([O:9][CH2:10][CH3:11])=[O:8])(=[O:4])[CH3:3] |^1:0|. Procedure: To 300 ml of absolute ethanol was added in portions 2.4 g (0.104 mole) of sodium followed by 21.7 g (0.10 mole) of diethyl acetamidomalonate and stirring was continued for 10 minutes. 5-(4-Nitrophenyl)furfuryl chloride (23.7 g, 0.10 mole) was then added in portions, and the mixture was heated under reflux for 5 hrs. The mixture was filtered hot to remove the insoluble sodium chloride. The filtrate was cooled in a refrigerator, and the solid which was deposited was collected by filtration and was...